Dataset: the Open Reaction Database (ORD), a public repository of structured organic reaction records. Task: describe an organic reaction: reactants, conditions, products, and yield Reactants: ClC1=CC=C(CNC(=O)C2=CN(C3=C(C=CC=C3C2=O)I)C)C=C1 (N-(4-chlorobenzyl)-8-iodo-1-methyl-4-oxo-1,4-dihydro-3-quinolinecarboxamide), C(CC#C)O (3-butyn-1-ol). The reagents and catalysts are [Cu](I)I (copper iodide), Cl[Pd]([P](C1=CC=CC=C1)(C2=CC=CC=C2)C3=CC=CC=C3)([P](C4=CC=CC=C4)(C5=CC=CC=C5)C6=CC=CC=C6)Cl (bis(triphenylphosphine)palladium(II) chloride). Run in Hexanes, C(C)NCC (diethylamine). Yields the product ClC1=CC=C(CNC(=O)C2=CN(C3=C(C=CC=C3C2=O)C#CCCO)C)C=C1 (N-(4-Chlorobenzyl)-8-(4-hydroxy-1-butynyl)-1-methyl-4-oxo-1,4-dihydro-3-quinolinecarboxamide). RXN SMILES: [Cl:1][C:2]1[CH:24]=[CH:23][C:5]([CH2:6][NH:7][C:8]([C:10]2[C:19](=[O:20])[C:18]3[C:13](=[C:14](I)[CH:15]=[CH:16][CH:17]=3)[N:12]([CH3:22])[CH:11]=2)=[O:9])=[CH:4][CH:3]=1.[CH2:25]([OH:29])[CH2:26][C:27]#[CH:28]>C(NCC)C.[Cu](I)I.Cl[Pd](Cl)([P](C1C=CC=CC=1)(C1C=CC=CC=1)C1C=CC=CC=1)[P](C1C=CC=CC=1)(C1C=CC=CC=1)C1C=CC=CC=1>[Cl:1][C:2]1[CH:24]=[CH:23][C:5]([CH2:6][NH:7][C:8]([C:10]2[C:19](=[O:20])[C:18]3[C:13](=[C:14]([C:28]#[C:27][CH2:26][CH2:25][OH:29])[CH:15]=[CH:16][CH:17]=3)[N:12]([CH3:22])[CH:11]=2)=[O:9])=[CH:4][CH:3]=1 |^1:40,59|. Procedure details: A solution of N-(4-chlorobenzyl)-8-iodo-1-methyl-4-oxo-1,4-dihydro-3-quinolinecarboxamide (0.22 g) from Preparation No. 48, copper iodide (0.029 g), bis(triphenylphosphine)palladium(II) chloride (0.013 g), and 3-butyn-1-ol (0.040 mL) in diethylamine (15 mL) is stirred at room temperature for 18 h. Hexanes are added to the reaction mixture and the resulting solid is filtered and dried. The solid is dissolved in CH2Cl2/MeOH and adsorbed onto silica. Purification by chromatography (eluent CH2Cl2 (1... Reactants: FC1=CC=C(C=C1)C1=C(C(=O)OC)C=CC(=C1)C=C(CN1C=NC=C1)C=1SC=CN1 (methyl 2-(4-fluorophenyl)-4-[2-(thiazol-2-yl)-3-(imidazol-1-yl)prop-1-en-1-yl]benzoate), [OH-].[Na+] (sodium hydroxide). Run in CO (methanol). Yields the product FC1=CC=C(C=C1)C1=C(C(=O)O)C=CC(=C1)C=C(CN1C=NC=C1)C=1SC=CN1 (2-(4-fluorophenyl)-4-[2-(thiazol-2-yl)-3-(imidazol-1-yl)prop-1-en-1-yl]benzoic acid). Yield: 80.0%. Reaction SMILES: [F:1][C:2]1[CH:7]=[CH:6][C:5]([C:8]2[CH:17]=[C:16]([CH:18]=[C:19]([C:26]3[S:27][CH:28]=[CH:29][N:30]=3)[CH2:20][N:21]3[CH:25]=[CH:24][N:23]=[CH:22]3)[CH:15]=[CH:14][C:9]=2[C:10]([O:12]C)=[O:11])=[CH:4][CH:3]=1.[OH-].[Na+]>CO>[F:1][C:2]1[CH:7]=[CH:6][C:5]([C:8]2[CH:17]=[C:16]([CH:18]=[C:19]([C:26]3[S:27][CH:28]=[CH:29][N:30]=3)[CH2:20][N:21]3[CH:25]=[CH:24][N:23]=[CH:22]3)[CH:15]=[CH:14][C:9]=2[C:10]([OH:12])=[O:11])=[CH:4][CH:3]=1 |f:1.2|. Reported procedure: A solution of methyl 2-(4-fluorophenyl)-4-[2-(thiazol-2-yl)-3-(imidazol-1-yl)prop-1-en-1-yl]benzoate (E and Z isomers) (1.99 g; 5 mmol) in methanol (20 ml) was refluxed with 2N aqueous sodium hydroxide solution (5 ml; 10 mmol) for 2 hours. Methanol was then evaporated and the solution acidified to pH 5.5 with 6N HCl. The resulting precipitate was filtered, washed with water and dried to give 2-(4-fluorophenyl)-4-[2-(thiazol-2-yl)-3-(imidazol-1-yl)prop-1-en-1-yl]benzoic acid as a mixture of E and... The reactants are O=C([O-])[O-], [Cs+], [Cs+], O=[N+]([O-])c1cccc(CBr)c1, CN(C)C=O, O, Cn1c(N)c(C#N)c2cc(O)ccc21. RXN SMILES: [C:26](=[O:27])([O-:28])[O-:29].[Cs+:30].[Cs+:31].[N+:15](=[O:16])([O-:17])[c:18]1[cH:19][c:20]([CH2:21][Br:22])[cH:23][cH:24][cH:25]1.[O:33]=[CH:34][N:35]([CH3:36])[CH3:37].[OH2:32].[OH:1][c:2]1[cH:3][c:4]2[c:5]([C:13]#[N:14])[c:6]([NH2:12])[n:7]([CH3:11])[c:8]2[cH:9][cH:10]1>>[O:1]([c:2]1[cH:3][c:4]2[c:5]([C:13]#[N:14])[c:6]([NH2:12])[n:7]([CH3:11])[c:8]2[cH:9][cH:10]1)[CH2:21][c:20]1[cH:19][c:18]([N+:15](=[O:16])[O-:17])[cH:25][cH:24][cH:23]1. Yields the product Cn1c(N)c(C#N)c2cc(OCc3cccc([N+](=O)[O-])c3)ccc21. Starting materials: FC(C=1C=C(C=NC1)NC(OC(C)(C)C)=O)(F)F (tert-butyl 5-(trifluoromethyl)pyridin-3-ylcarbamate), steel. Reagents/catalysts: [Rh] (Rhodium), [Pt](=O)=O (Platinum(IV) oxide). Run in C(C)(=O)O (acetic acid). Reaction conditions: time 48 hour. The product is FC([C@@H]1C[C@@H](CNC1)NC(OC(C)(C)C)=O)(F)F (cis-(+/−)-tert-butyl 5-(trifluoromethyl)piperidin-3-ylcarbamate). As a reaction SMILES: [F:1][C:2]([F:18])([F:17])[C:3]1[CH:4]=[C:5]([NH:9][C:10](=[O:16])[O:11][C:12]([CH3:15])([CH3:14])[CH3:13])[CH:6]=[N:7][CH:8]=1>C(O)(=O)C.[Rh].[Pt](=O)=O>[F:18][C:2]([F:1])([F:17])[C@H:3]1[CH2:8][NH:7][CH2:6][C@@H:5]([NH:9][C:10](=[O:16])[O:11][C:12]([CH3:13])([CH3:14])[CH3:15])[CH2:4]1. Procedure details: To a solution of tert-butyl 5-(trifluoromethyl)pyridin-3-ylcarbamate (3 g, 14 mmol) in glacial acetic acid (50 mL) was added 5% Rhodium on active carbon (0.5 g) and Platinum(IV) oxide (0.5 g) in the hydrogenation steel bomb. The mixture was sealed and hydrogenated at 200 psi and 70° C. for 48 h. the mixture was filtered through Celite and concentrated to give cis-(+/−)-tert-butyl 5-(trifluoromethyl)piperidin-3-ylcarbamate. LCMS (m/z): 269.1 (MH+). The reactants are CSC1=CC=C(C=C1)C1=CC=C(O1)C#N (5-(p-methylthiophenyl)-2-furonitrile), Cl.NO (hydroxylamine hydrochloride), [OH-].[K+] (KOH). The solvent is C(C)O (ethanol). Conditions: time 8 hour. The product is CSC1=CC=C(C=C1)C1=CC=C(O1)C(N)=NO (5-(p-Methylthiophenyl)-2-furamidoxime). RXN SMILES: [CH3:1][S:2][C:3]1[CH:8]=[CH:7][C:6]([C:9]2[O:13][C:12]([C:14]#[N:15])=[CH:11][CH:10]=2)=[CH:5][CH:4]=1.Cl.[NH2:17][OH:18].[OH-].[K+]>C(O)C>[CH3:1][S:2][C:3]1[CH:8]=[CH:7][C:6]([C:9]2[O:13][C:12]([C:14](=[N:17][OH:18])[NH2:15])=[CH:11][CH:10]=2)=[CH:5][CH:4]=1 |f:1.2,3.4|. Reported procedure: A mixture of 13 g (0.060 mole) of 5-(p-methylthiophenyl)-2-furonitrile, 4.5 g (0.065 mole) of hydroxylamine hydrochloride, 4.2 g (0.065 mole) of KOH, and 160 ml of absolute ethanol was refluxed for 11/2 hours and then kept overnight at room temperature. The insoluble material was removed by filtration and discarded. The filtrate was added to ice/water and the resulting solid was dissolved in refluxing ethyl acetate, Darcoed, and filtered. The filtrate was heated to reflux and hexane was added to... Reactants: OCc1c[nH]c2ncc(Br)nc12, CC(C)=O, O, O=S(=O)(O)O. Yields the product O=Cc1c[nH]c2ncc(Br)nc12. As a reaction SMILES: [Br:6][c:7]1[n:8][c:9]2[c:10]([n:11][cH:12]1)[nH:13][cH:14][c:15]2[CH2:16][OH:17].[CH3:19][C:20](=[O:21])[CH3:22].[OH2:18].[S:1](=[O:2])(=[O:3])([OH:4])[OH:5]>>[Br:6][c:7]1[n:8][c:9]2[c:10]([n:11][cH:12]1)[nH:13][cH:14][c:15]2[CH:16]=[O:17]. Starting materials: [OH-].[Na+] (sodium hydroxide), CI (methyl iodide), O (water), CC1=C(C(=CC=C1)C)NCC1=NN=C(N1C)S (3-(2,6-dimethylphenylaminomethyl)-4-methyl-5-mercapto-1,2,4-triazole). Run in ClCCl (dichloromethane), ClCCl (dichloromethane). Reaction conditions: time 0.5 hour. Yields the product CC1=C(C(=CC=C1)C)NCC1=NN=C(N1C)SC (3-(2,6-dimethylphenylaminomethyl)-4-methyl-5-methylthio-1,2,4-triazole). As a reaction SMILES: [OH-].[Na+].O.[CH3:4][C:5]1[CH:10]=[CH:9][CH:8]=[C:7]([CH3:11])[C:6]=1[NH:12][CH2:13][C:14]1[N:18]([CH3:19])[C:17]([SH:20])=[N:16][N:15]=1.[CH3:21]I>ClCCl>[CH3:11][C:7]1[CH:8]=[CH:9][CH:10]=[C:5]([CH3:4])[C:6]=1[NH:12][CH2:13][C:14]1[N:18]([CH3:19])[C:17]([S:20][CH3:21])=[N:16][N:15]=1 |f:0.1|. Reported procedure: To a stirred solution of 1.7 g (0.0419 mol) sodium hydroxide is 125 ml water was added in one portion, 10.4 g (0.0419 mol), 3-(2,6-dimethylphenylaminomethyl)-4-methyl-5-mercapto-1,2,4-triazole. After a homogeneous solution was obtained, 6.2 g (0.044 mol) methyl iodide was added dropwise. The reaction mixture was then diluted with 50 ml dichloromethane and vigorously stirred for 0.5 hour. The reaction mixture was diluted with another 100 ml dichloromethane and the organic layer was separated, dri...